This data is from the Open Reaction Database (ORD), a public repository of structured organic reaction records. The task is: describe an organic reaction: reactants, conditions, products, and yield Reactants: CN(C)CC(=O)N1CC2C(C(C1)=CC1=CC=CC=C1)=NN(C2C2=CC=CC=C2)C (5-[(Dimethylamino)acetyl]-3,3a,4,5,6,7-hexahydro-2-methyl-3-phenyl-7-(phenylmethylene)-2H-pyrazolo[4,3-c]pyridine), OO (hydrogen peroxide). Run in C(C)(=O)O (acetic acid). Product: CN(C)CC(=O)N1CC2C(C(C1)=CC1=CC=CC=C1)=[N+](N(C2C2=CC=CC=C2)C)[O-] (5-[(Dimethylamino)acetyl]-3,3a,4,5,6,7-hexahydro-2-methyl-3-phenyl-7-(phenylmethylene)-2H-pyrazolo[4,3-c]pyridine N-oxide). As a reaction SMILES: [CH3:1][N:2]([CH2:4][C:5]([N:7]1[CH2:12][C:11](=[CH:13][C:14]2[CH:19]=[CH:18][CH:17]=[CH:16][CH:15]=2)[C:10]2=[N:20][N:21]([CH3:29])[CH:22]([C:23]3[CH:28]=[CH:27][CH:26]=[CH:25][CH:24]=3)[CH:9]2[CH2:8]1)=[O:6])[CH3:3].[OH:30]O>C(O)(=O)C>[CH3:3][N:2]([CH2:4][C:5]([N:7]1[CH2:12][C:11](=[CH:13][C:14]2[CH:19]=[CH:18][CH:17]=[CH:16][CH:15]=2)[C:10]2=[N+:20]([O-:30])[N:21]([CH3:29])[CH:22]([C:23]3[CH:28]=[CH:27][CH:26]=[CH:25][CH:24]=3)[CH:9]2[CH2:8]1)=[O:6])[CH3:1]. Procedure: A solution of the free base of the product of Example 3 in acetic acid is treated with an equivalent quantity of 30% hydrogen peroxide and the solution then heated at 80°-90° for 1 hour and cooled. The solvent is then removed on a rotary evaporator at reduced pressure to yield the title compound. Starting materials: OC=1C=C2C=C(N(C2=CC1)CC(F)(F)F)C(=O)N1CCOCC1 ([5-hydroxy-1-(2,2,2-trifluoro-ethyl)-1H-indol-2-yl]-morpholin-4-yl-methanone), OC=1C=C2C=C(NC2=CC1)C(=O)O (5-hydroxy-1H-indole-2-carboxylic acid), N1CCOCC1 (morpholine). Product: OC=1C=C2C=C(NC2=CC1)C(=O)N1CCOCC1 ((5-Hydroxy-1H-indol-2-yl)-morpholin-4-yl-methanone). As a reaction SMILES: [OH:1][C:2]1[CH:3]=[C:4]2[C:8](=[CH:9][CH:10]=1)[N:7](CC(F)(F)F)[C:6]([C:16]([N:18]1[CH2:23][CH2:22][O:21][CH2:20][CH2:19]1)=[O:17])=[CH:5]2.OC1C=C2C(=CC=1)NC(C(O)=O)=C2.N1CCOCC1>>[OH:1][C:2]1[CH:3]=[C:4]2[C:8](=[CH:9][CH:10]=1)[NH:7][C:6]([C:16]([N:18]1[CH2:19][CH2:20][O:21][CH2:22][CH2:23]1)=[O:17])=[CH:5]2. Procedure: In analogy to the procedure described for the synthesis of intermediate 1, step 4, the title compound was synthesized from 5-hydroxy-1H-indole-2-carboxylic acid (purchased at Fluka, Ref 55355) and morpholine. The desired product was obtained in 86% yield as white solid. MS (m/e): 493.1 (2M+, 100%). Reactants: CO, Cl, CC(C)(C)OC(=O)N1CCC(c2cncc(F)c2)C1, C1COCCO1. The product is Fc1cncc(C2CCNC2)c1. RXN SMILES: [CH3:27][OH:28].[ClH:1].[F:8][c:9]1[cH:10][c:11]([CH:15]2[CH2:16][N:17]([C:20]([O:21][C:22]([CH3:23])([CH3:24])[CH3:25])=[O:26])[CH2:18][CH2:19]2)[cH:12][n:13][cH:14]1.[O:2]1[CH2:3][CH2:4][O:5][CH2:6][CH2:7]1>>[F:8][c:9]1[cH:10][c:11]([CH:15]2[CH2:16][NH:17][CH2:18][CH2:19]2)[cH:12][n:13][cH:14]1. Reactants: Cl (hydrochloric acid), CC=1C=C(C=C(C1NC=2C=CN=C(N2)NC=3C=CC(=CC3)C#N)C)/C=C/C#N (Rilpivirine), C (charcoal). Solvent: C(C)(C)O (isopropanol), CO (methanol), CO (methanol), C(C)C(=O)C (methyl ethyl ketone). Conditions: temperature 62.5 celsius, time 30 minute. Product: CC=1C=C(C=C(C1NC=2C=CN=C(N2)NC=3C=CC(=CC3)C#N)C)/C=C/C#N.Cl (rilpivirine hydrochloride). As a reaction SMILES: [CH3:1][C:2]1[CH:3]=[C:4](/[CH:25]=[CH:26]/[C:27]#[N:28])[CH:5]=[C:6]([CH3:24])[C:7]=1[NH:8][C:9]1[CH:10]=[CH:11][N:12]=[C:13]([NH:15][C:16]2[CH:17]=[CH:18][C:19]([C:22]#[N:23])=[CH:20][CH:21]=2)[N:14]=1.C.[ClH:30]>CO.C(C(C)=O)C.C(O)(C)C>[CH3:1][C:2]1[CH:3]=[C:4](/[CH:25]=[CH:26]/[C:27]#[N:28])[CH:5]=[C:6]([CH3:24])[C:7]=1[NH:8][C:9]1[CH:10]=[CH:11][N:12]=[C:13]([NH:15][C:16]2[CH:17]=[CH:18][C:19]([C:22]#[N:23])=[CH:20][CH:21]=2)[N:14]=1.[ClH:30] |f:6.7|. Procedure details: Rilpivirine (20 gm; Chromatographic purity: 96.5%) was suspended in a mixture of methanol and methyl ethyl ketone (1:1, 2000 ml) and then heated to reflux for 1 hour to provide a clear solution. The solution was treated with charcoal and filtered through celite bed. The solvent was distilled off under reduced pressure to obtain a residual solid. To the residual solid was added methanol (200 ml) and then heated to 60 to 65° C. To the solution was added a solution of hydrochloric acid in isopropan... The reactants are O=C(OCCBr)c1cccc(Cl)c1, CC(C)=O, [K+], [K+], O=C([O-])[O-], O=[N+]([O-])c1ccc(S)nc1. Yields the product O=C(OCCSc1ccc([N+](=O)[O-])cn1)c1cccc(Cl)c1. RXN SMILES: [Br:11][CH2:12][CH2:13][O:14][C:15]([c:16]1[cH:17][c:18]([Cl:22])[cH:19][cH:20][cH:21]1)=[O:23].[CH3:30][C:31](=[O:32])[CH3:33].[K+:24].[K+:25].[O-:26][C:27]([O-:28])=[O:29].[SH:1][c:2]1[n:3][cH:4][c:5]([N+:8](=[O:9])[O-:10])[cH:6][cH:7]1>>[S:1]([c:2]1[n:3][cH:4][c:5]([N+:8](=[O:9])[O-:10])[cH:6][cH:7]1)[CH2:12][CH2:13][O:14][C:15]([c:16]1[cH:17][c:18]([Cl:22])[cH:19][cH:20][cH:21]1)=[O:23]. Reactants: BrC=1C=C2CCCC(C2=CC1)=O (6-bromo-1,2,3,4-tetrahydronaphthalen-1-one), CNC1=CC=CC=C1 (N-methylaniline), C(=O)([O-])[O-].[Cs+].[Cs+] (Cs2CO3). The reagents and catalysts are CC(=O)[O-].CC(=O)[O-].[Pd+2] (Pd(OAc)2), C=1C=CC(=CC1)P(C=2C=CC=CC2)C3=CC=C4C=CC=CC4=C3C5=C6C=CC=CC6=CC=C5P(C=7C=CC=CC7)C=8C=CC=CC8 (BINAP). Solvent: C1(=CC=CC=C1)C (toluene). Reaction conditions: temperature 100 celsius, time 8 hour. The product is CN(C=1C=C2CCCC(C2=CC1)=O)C1=CC=CC=C1 (6-[methyl(phenyl)amino]-1,2,3,4-tetrahydronaphthalen-1-one). Isolated yield 68.0%. As a reaction SMILES: Br[C:2]1[CH:3]=[C:4]2[C:9](=[CH:10][CH:11]=1)[C:8](=[O:12])[CH2:7][CH2:6][CH2:5]2.[CH3:13][NH:14][C:15]1[CH:20]=[CH:19][CH:18]=[CH:17][CH:16]=1.C([O-])([O-])=O.[Cs+].[Cs+]>C1(C)C=CC=CC=1.CC([O-])=O.CC([O-])=O.[Pd+2].C1C=CC(P(C2C(C3C(P(C4C=CC=CC=4)C4C=CC=CC=4)=CC=C4C=3C=CC=C4)=C3C(C=CC=C3)=CC=2)C2C=CC=CC=2)=CC=1>[CH3:13][N:14]([C:15]1[CH:20]=[CH:19][CH:18]=[CH:17][CH:16]=1)[C:2]1[CH:3]=[C:4]2[C:9](=[CH:10][CH:11]=1)[C:8](=[O:12])[CH2:7][CH2:6][CH2:5]2 |f:2.3.4,6.7.8|. Reported procedure: To a solution of 6-bromo-1,2,3,4-tetrahydronaphthalen-1-one (2.0 g, 8.9 mmol) in toluene (20 mL) was added N-methylaniline (960 mg, 8.9 mmol), Cs2CO3 (4.4 g, 13.4 mmol), BINAP (310 mg, 0.5 mmol) and Pd(OAc)2 (110 mg, 0.5 mmol). The mixture was stirred overnight at 100° C. under nitrogen. The mixture was filtered and concentrated, and the residue was purified by silica gel chromatography (30%-80% EtOAc/Hex) to give 1.52 g (68%) of the title compound as a light brown oil. [M+H] calc'd for C17H17NO... Starting materials: C1(=CC=CC=C1)N1N=C2C=C(C=CC2=C1)C=1C=C(N2N=CN=C(C21)N)C2CNCCC2 (5-(2-phenyl-2H-indazol-6-yl)-7-piperidin-3-ylpyrrolo[2,1-f][1,2,4]triazin-4-amine), CN(CC(=O)O)C (N,N-dimethylglycine), CCN=C=NCCCN(C)C.Cl (EDCl), C=1C=CC2=C(C1)N=NN2O (HOBt), C(C)(C)N(C(C)C)CC (N,N-diisopropylethylamine). The solvent is CN(C)C=O (DMF). Run at time 16 hour. Yields the product CN(C)CC(=O)N1CC(CCC1)C1=CC(=C2C(=NC=NN21)N)C=2C=CC1=CN(N=C1C2)C2=CC=CC=C2 (7-{1-[(dimethylamino)acetyl]piperidin-3-yl}-5-(2-phenyl-2H-indazol-6-yl)pyrrolo[2,1-f][1,2,4]triazin-4-amine). Yield: 14.2%. Reaction SMILES: [C:1]1([N:7]2[CH:15]=[C:14]3[C:9]([CH:10]=[C:11]([C:16]4[CH:17]=[C:18]([CH:26]5[CH2:31][CH2:30][CH2:29][NH:28][CH2:27]5)[N:19]5[C:24]=4[C:23]([NH2:25])=[N:22][CH:21]=[N:20]5)[CH:12]=[CH:13]3)=[N:8]2)[CH:6]=[CH:5][CH:4]=[CH:3][CH:2]=1.[CH3:32][N:33]([CH3:38])[CH2:34][C:35](O)=[O:36].CCN=C=NCCCN(C)C.Cl.C1C=CC2N(O)N=NC=2C=1.C(N(CC)C(C)C)(C)C>CN(C=O)C>[CH3:32][N:33]([CH2:34][C:35]([N:28]1[CH2:29][CH2:30][CH2:31][CH:26]([C:18]2[N:19]3[C:24]([C:23]([NH2:25])=[N:22][CH:21]=[N:20]3)=[C:16]([C:11]3[CH:12]=[CH:13][C:14]4[C:9]([CH:10]=3)=[N:8][N:7]([C:1]3[CH:2]=[CH:3][CH:4]=[CH:5][CH:6]=3)[CH:15]=4)[CH:17]=2)[CH2:27]1)=[O:36])[CH3:38] |f:2.3|. Procedure: A mixture of 5-(2-phenyl-2H-indazol-6-yl)-7-piperidin-3-ylpyrrolo[2,1-f][1,2,4]triazin-4-amine (120 mg, 0.27 mmol), N,N-dimethylglycine (31 mg, 0.30 mmol), EDCl (62 mg, 0.32 mmol), HOBt (44 mg, 0.32 mmol), and N,N-diisopropylethylamine (187 μL, 1.08 mmol) in DMF (2 mL) was stirred at rt for 16 h. The crude mixture was purified by preparative HPLC using a gradient elution from 15% to 45% acetonitrile in water followed by filtration through an acidic resin, washing with MeOH. The product was elute... Reactants: COC1=C(C=CC=C1)N1CCC2(CCN(C2=O)C2=CC=C(C=C2)OC(F)(F)F)CC1 (8-(2-Methoxy-phenyl)-2-(4-trifluoromethoxy-phenyl)-2,8-diaza-spiro[4.5]decan-1-one). Run in C(Cl)Cl (DCM). Run at time 8 hour. The product is OC1=C(C=CC=C1)N1CCC2(CCN(C2=O)C2=CC=C(C=C2)OC(F)(F)F)CC1 (8-(2-Hydroxy-phenyl)-2-(4-trifluoromethoxy-phenyl)-2,8-diaza-spiro[4.5]decan-1-one), solid. Isolated yield 61.0%. RXN SMILES: C[O:2][C:3]1[CH:8]=[CH:7][CH:6]=[CH:5][C:4]=1[N:9]1[CH2:30][CH2:29][C:12]2([C:16](=[O:17])[N:15]([C:18]3[CH:23]=[CH:22][C:21]([O:24][C:25]([F:28])([F:27])[F:26])=[CH:20][CH:19]=3)[CH2:14][CH2:13]2)[CH2:11][CH2:10]1>C(Cl)Cl>[OH:2][C:3]1[CH:8]=[CH:7][CH:6]=[CH:5][C:4]=1[N:9]1[CH2:30][CH2:29][C:12]2([C:16](=[O:17])[N:15]([C:18]3[CH:23]=[CH:22][C:21]([O:24][C:25]([F:27])([F:28])[F:26])=[CH:20][CH:19]=3)[CH2:14][CH2:13]2)[CH2:11][CH2:10]1. Reported procedure: To a solution of 8-(2-methoxy-phenyl)-2-(4-trifluoromethoxy-phenyl)-2,8-diaza-spiro[4.5]decan-1-one (described in example 7, 16 mg, 0.04 mmol) in DCM (1 mL) at −78° C. was added borontribromide (1M, 110 uL, 0.12 mmol) drop wise. The reaction mixture was warmed to r.t. and stirring was continued overnight. The reaction mixture was quenched with sat. NaHCO3 and extracted with DCM. The combined organic extracts were washed with brine, dried (Na2SO4), filtered and evaporated under reduced pressure t... Reactants: CS(=O)(=O)OCCN1N=C(C=CC1=O)C(C1=CC=CC=C1)C1=CC=CC=C1 (2-[3-(diphenylmethyl)-6-oxopyridazin-1(6H)-yl]ethyl methanesulfonate), OC=1C=C(OCCCC(=O)OCC)C=CC1 (ethyl 4-(3-hydroxyphenoxy)butanoate), C(=O)([O-])[O-].[K+].[K+] (K2CO3), [I-].[Na+] (sodium iodide). The solvent is CN(C)C=O (DMF), CCOC(=O)C (EtOAc). Reaction conditions: temperature 80 celsius, time 2 hour. The product is C1(=CC=CC=C1)C(C1=NN(C(C=C1)=O)CCOC=1C=C(OCCCC(=O)OCC)C=CC1)C1=CC=CC=C1 (ethyl 4-(3-{2-[3-(diphenylmethyl)-6-oxopyridazin-1(6H)-yl]ethoxy}phenoxy)butanoate). Yield: 32.6%. RXN SMILES: CS([O:5][CH2:6][CH2:7][N:8]1[C:13](=[O:14])[CH:12]=[CH:11][C:10]([CH:15]([C:22]2[CH:27]=[CH:26][CH:25]=[CH:24][CH:23]=2)[C:16]2[CH:21]=[CH:20][CH:19]=[CH:18][CH:17]=2)=[N:9]1)(=O)=O.O[C:29]1[CH:30]=[C:31]([CH:41]=[CH:42][CH:43]=1)[O:32][CH2:33][CH2:34][CH2:35][C:36]([O:38][CH2:39][CH3:40])=[O:37].C([O-])([O-])=O.[K+].[K+].[I-].[Na+]>CCOC(C)=O.CN(C=O)C>[C:16]1([CH:15]([C:22]2[CH:27]=[CH:26][CH:25]=[CH:24][CH:23]=2)[C:10]2[CH:11]=[CH:12][C:13](=[O:14])[N:8]([CH2:7][CH2:6][O:5][C:29]3[CH:30]=[C:31]([CH:41]=[CH:42][CH:43]=3)[O:32][CH2:33][CH2:34][CH2:35][C:36]([O:38][CH2:39][CH3:40])=[O:37])[N:9]=2)[CH:21]=[CH:20][CH:19]=[CH:18][CH:17]=1 |f:2.3.4,5.6|. Procedure details: A mixture of 2-[3-(diphenylmethyl)-6-oxopyridazin-1(6H)-yl]ethyl methanesulfonate (200 mg), ethyl 4-(3-hydroxyphenoxy)butanoate (140 mg), K2CO3 (93 mg), sodium iodide (94 mg), and DMF (2 mL) was stirred at 80° C. for 2 hours. After cooling, the reaction mixture was diluted with EtOAc (50 mL) and washed with water (30 mL) and brine (30 mL) two times. The organic layer was dried over anhydrous MgSO4, filtered and evaporated in vacuo to give crude oil. The crude oil was purified by silica gel colum... Reactants: ClC1=C2C3=C(C(=NC2=CC=N1)Cl)C=CC(=C3)F (1,6-dichloro-9-fluorobenzo[c]-1,6-naphthyridine), C(C)(C)(C)OC(=O)N1C=C(C2=CC=CC=C12)B(O)O ([1-(tert-butoxycarbonyl)-1H-indol-3-yl]boronic acid), C1CCOC1 (THF). The solvent is C(=O)([O-])[O-].[Na+].[Na+] (Na2CO3). Reaction conditions: temperature 150 celsius. Product: FC1=CC2=C(C(=NC=3C=CNC(C23)=O)C2=CNC3=CC=CC=C23)C=C1 (9-fluoro-6-(1H-indol-3-yl)benzo[c]-1,6-naphthyridin-1(2H)-one). Reaction SMILES: Cl[C:2]1[N:11]=[CH:10][CH:9]=[C:8]2[C:3]=1[C:4]1[CH:16]=[C:15]([F:17])[CH:14]=[CH:13][C:5]=1[C:6](Cl)=[N:7]2.C(OC([N:25]1[C:33]2[C:28](=[CH:29][CH:30]=[CH:31][CH:32]=2)[C:27](B(O)O)=[CH:26]1)=O)(C)(C)C.C1C[O:40]CC1>C([O-])([O-])=O.[Na+].[Na+]>[F:17][C:15]1[CH:14]=[CH:13][C:5]2[C:6]([C:27]3[C:28]4[C:33](=[CH:32][CH:31]=[CH:30][CH:29]=4)[NH:25][CH:26]=3)=[N:7][C:8]3[CH:9]=[CH:10][NH:11][C:2](=[O:40])[C:3]=3[C:4]=2[CH:16]=1 |f:3.4.5|. Procedure details: To a solution of 1,6-dichloro-9-fluorobenzo[c]-1,6-naphthyridine (20 mg, 0.075 mmol) in THF (2 mL) and 2.0 M Na2CO3 (500 μL) were added [1-(tert-butoxycarbonyl)-1H-indol-3-yl]boronic acid (23.5 mg, 0.09 mmol). The solution was degassed by bubbling N2 for 5 min heated to 150° C. for 1 hr in a microwave reactor. The reaction solution was extracted with EtOAc and water, the organic layers were dried with MgSO4, filtered, and concentrated by rotary evaporation. Silcia gel column chromatography with ...